Dataset: the Open Reaction Database (ORD), a public repository of structured organic reaction records. Task: describe an organic reaction: reactants, conditions, products, and yield Starting materials: CC1([C@@H]([C@H]1\C=C\C(=O)OC)C(=O)Cl)C ((1R,trans) 2,2-dimethyl-3-[(E)-3-methoxy-3-oxo-1-propenyl]-cyclopropane-1-carboxylic acid chloride), C(C1=CC=CC=C1)O (benzyl alcohol). The solvent is C(Cl)(Cl)Cl (chloroform), C1=CC=CC=C1 (benzene). The product is CC1([C@@H]([C@H]1\C=C\C(=O)OC)C(=O)OCC1=CC=CC=C1)C (benzyl (1R,trans) 2,2-dimethyl-3[(E)-3-methoxy-3-oxo-1-propenyl]-cyclopropane-1-carboxylate). As a reaction SMILES: [CH3:1][C:2]1([CH3:14])[C@H:4](/[CH:5]=[CH:6]/[C:7]([O:9][CH3:10])=[O:8])[C@H:3]1[C:11](Cl)=[O:12].[CH2:15]([OH:22])[C:16]1[CH:21]=[CH:20][CH:19]=[CH:18][CH:17]=1>C1C=CC=CC=1.C(Cl)(Cl)Cl>[CH3:1][C:2]1([CH3:14])[C@H:4](/[CH:5]=[CH:6]/[C:7]([O:9][CH3:10])=[O:8])[C@H:3]1[C:11]([O:22][CH2:15][C:16]1[CH:21]=[CH:20][CH:19]=[CH:18][CH:17]=1)=[O:12]. Reported procedure: Using the procedure of Example 3, 12.5 ml of 1 M/l of (1R,trans) 2,2-dimethyl-3-[(E)-3-methoxy-3-oxo-1-propenyl]-cyclopropane-1-carboxylic acid chloride in benzene and 1.35 ml of benzyl alcohol were reacted to obtain 1.77 g of benzyl (1R,trans) 2,2-dimethyl-3[(E)-3-methoxy-3-oxo-1-propenyl]-cyclopropane-1-carboxylate with a specific rotation of [α]D20 =+47.5°±1.5° (c=1% in chloroform). Starting materials: OBO, CC(=O)N(C)c1ccc(Br)cc1, COc1ccccc1CN(C(=O)c1sc2ccccc2c1Cl)C1CCC(N(C)C(=O)OC(C)(C)C)CC1. Yields the product COc1ccc(-c2ccc(N(C)C(C)=O)cc2)cc1CN(C(=O)c1sc2ccccc2c1Cl)C1CCC(N(C)C(=O)OC(C)(C)C)CC1. RXN SMILES: [BH:1]([OH:2])[OH:3].[Br:41][c:42]1[cH:43][cH:44][c:45]([N:48]([C:49]([CH3:50])=[O:51])[CH3:52])[cH:46][cH:47]1.[C:4](=[O:5])([O:6][C:7]([CH3:8])([CH3:9])[CH3:10])[N:11]([CH:12]1[CH2:13][CH2:14][CH:15]([N:18]([C:19](=[O:20])[c:21]2[c:22]([Cl:30])[c:23]3[c:24]([s:25]2)[cH:26][cH:27][cH:28][cH:29]3)[CH2:31][c:32]2[cH:33][cH:34][cH:35][cH:36][c:37]2[O:38][CH3:39])[CH2:16][CH2:17]1)[CH3:40]>>[C:4](=[O:5])([O:6][C:7]([CH3:8])([CH3:9])[CH3:10])[N:11]([CH:12]1[CH2:13][CH2:14][CH:15]([N:18]([C:19](=[O:20])[c:21]2[c:22]([Cl:30])[c:23]3[c:24]([s:25]2)[cH:26][cH:27][cH:28][cH:29]3)[CH2:31][c:32]2[cH:33][c:34](-[c:42]3[cH:43][cH:44][c:45]([N:48]([C:49]([CH3:50])=[O:51])[CH3:52])[cH:46][cH:47]3)[cH:35][cH:36][c:37]2[O:38][CH3:39])[CH2:16][CH2:17]1)[CH3:40]. Reactants: C1(=CC=CC=C1)P(C1=CC=CC=C1)C1=CC=CC=C1 (triphenyl phosphine), C(C=C(C)CCC=C(C)CCC=C(C)C)C(=O)O (farnesyl carboxylic acid), CC1=CC[C@H](CC1)[C@](C)(CCC=C(C)C)O (α-bisabolol), C(Cl)(Cl)(Cl)Cl (carbon tetrachloride). The reagents and catalysts are [N+](=O)([O-])[O-].[Ag+] (silver nitrate). The solvent is O (water), O.N (ammonia water), O (water). Product: CC1=CC[C@H](CC1)[C@](C)(CCC=C(C)C)O.[Cl-] (α-bisabolol chloride). As a reaction SMILES: C(C(O)=O)C=C(CCC=C(CCC=C(C)C)C)C.C1(P(C2C=CC=CC=2)C2C=CC=CC=2)C=CC=CC=1.[CH3:38][C:39]1[CH2:44][CH2:43][C@H:42]([C@@:45]([OH:53])([CH2:47][CH2:48][CH:49]=[C:50]([CH3:52])[CH3:51])[CH3:46])[CH2:41][CH:40]=1.C(Cl)(Cl)(Cl)[Cl:55]>O.N.O.[N+]([O-])([O-])=O.[Ag+]>[CH3:38][C:39]1[CH2:44][CH2:43][C@H:42]([C@@:45]([OH:53])([CH2:47][CH2:48][CH:49]=[C:50]([CH3:52])[CH3:51])[CH3:46])[CH2:41][CH:40]=1.[Cl-:55] |f:4.5,7.8,9.10|. Reported procedure: To the solution containing 1.25 g. of farnesyl carboxylic acid dissolved in 0.5 N ammonia water, 0.845 g. of silver nitrate in 3 ml. water was added. The resulting precipitate was collected by filtration and dried. The silver salt was powdered and suspended in 120 ml. of benzene, and distilled to about 60 ml. of benzene solution to remove the remaining water azeotropically. Separately, α-bisabolol chloride was prepared by adding triphenyl phosphine in an amount of 1.3 times the stoichiometric qu... Reactants: CC(C)(C)N1C(=O)C(Cl)=C(c2ccccc2)S1(=O)=O, NCCO. The product is CC(C)(C)N1C(=O)C(NCCO)=C(c2ccccc2)S1(=O)=O. Reaction SMILES: [C:5]([CH3:6])([CH3:7])([CH3:8])[N:9]1[S:10](=[O:22])(=[O:23])[C:11]([c:16]2[cH:17][cH:18][cH:19][cH:20][cH:21]2)=[C:12]([Cl:15])[C:13]1=[O:14].[NH2:1][CH2:2][CH2:3][OH:4]>>[NH:1]([CH2:2][CH2:3][OH:4])[C:12]1=[C:11]([c:16]2[cH:17][cH:18][cH:19][cH:20][cH:21]2)[S:10](=[O:22])(=[O:23])[N:9]([C:5]([CH3:6])([CH3:7])[CH3:8])[C:13]1=[O:14]. Starting materials: N1=C(C=CC=C1)CCOCCCCCCNCC1=CC=CC=C1 (N-[6-[2-(2-pyridinyl)ethoxy]hexyl]benzenemethanamine). The reagents and catalysts are [Pd] (palladium on carbon). Run in C(C)O (ethanol), C(C)O (ethanol). Yields the product N1=C(C=CC=C1)CCOCCCCCCN (6-[2-(2-Pyridinyl)ethoxy]hexanamine). The yield is 69.6%. Reaction SMILES: [N:1]1[CH:6]=[CH:5][CH:4]=[CH:3][C:2]=1[CH2:7][CH2:8][O:9][CH2:10][CH2:11][CH2:12][CH2:13][CH2:14][CH2:15][NH:16]CC1C=CC=CC=1>C(O)C.[Pd]>[N:1]1[CH:6]=[CH:5][CH:4]=[CH:3][C:2]=1[CH2:7][CH2:8][O:9][CH2:10][CH2:11][CH2:12][CH2:13][CH2:14][CH2:15][NH2:16]. Procedure details: A solution of N-[6-[2-(2-pyridinyl)ethoxy]hexyl]benzenemethanamine (2.00 g) in ethanol (10 ml) was added to a pre-hydrogenated suspension of 10% palladium on carbon (50% paste, 800 mg) in ethanol (120 ml) and hydrogenated at room temperature and pressure. The catalyst was removed by filtration through hyflo and the solvent evaporated in vacuo. The residual oil was purified by FCC eluting with System A (39:10:1→32:17:1) to afford the title compound as a colourless liquid (0.99 g), t.l.c. (System ... The reactants are C#Cc1cnn(C)c1, CC#N, [Cu]I, COc1ccc(COc2c(OC)cnc(I)c2OC)cc1. Yields the product COc1ccc(COc2c(OC)cnc(C#Cc3cnn(C)c3)c2OC)cc1. Reaction SMILES: [C:22](#[CH:23])[c:24]1[cH:25][n:26][n:27]([CH3:29])[cH:28]1.[CH3:30][C:31]#[N:32].[Cu:33][I:34].[I:1][c:2]1[n:3][cH:4][c:5]([O:20][CH3:21])[c:6]([O:10][CH2:11][c:12]2[cH:13][cH:14][c:15]([O:18][CH3:19])[cH:16][cH:17]2)[c:7]1[O:8][CH3:9]>>[c:2]1([C:23]#[C:22][c:24]2[cH:25][n:26][n:27]([CH3:29])[cH:28]2)[n:3][cH:4][c:5]([O:20][CH3:21])[c:6]([O:10][CH2:11][c:12]2[cH:13][cH:14][c:15]([O:18][CH3:19])[cH:16][cH:17]2)[c:7]1[O:8][CH3:9]. The product is C(C)OC(CCC1=C(C=CC(=C1)C(=O)C1=C(C=CC=C1)CC(=O)OCC)O)=O (5-[[2-(2-Ethoxy-2-oxoethyl)phenyl]carbonyl]-2-hydroxybenzenepropanoic Acid Ethyl Ester). The reactants are crude product, S(=O)(Cl)Cl (thionyl chloride), C(C)OC(CCC1=C(C=CC(=C1)C(=O)C1=C(C=CC=C1)CC(=O)OCC)OC)=O (5-[[2-(2-ethoxy-2-oxoethyl)phenyl]carbonyl]-2-methoxybenzenepropanoic acid ethyl ester), Cl.N1=CC=CC=C1 (pyridine hydrochloride), S(O)(O)(=O)=O (sulfuric acid). RXN SMILES: [CH2:1]([O:3][C:4](=[O:29])[CH2:5][CH2:6][C:7]1[CH:12]=[C:11]([C:13]([C:15]2[CH:20]=[CH:19][CH:18]=[CH:17][C:16]=2[CH2:21][C:22]([O:24][CH2:25][CH3:26])=[O:23])=[O:14])[CH:10]=[CH:9][C:8]=1[O:27]C)[CH3:2].Cl.N1C=CC=CC=1.S(=O)(=O)(O)O.S(Cl)(Cl)=O>C(O)C.C(OCC)(=O)C>[CH2:1]([O:3][C:4](=[O:29])[CH2:5][CH2:6][C:7]1[CH:12]=[C:11]([C:13]([C:15]2[CH:20]=[CH:19][CH:18]=[CH:17][C:16]=2[CH2:21][C:22]([O:24][CH2:25][CH3:26])=[O:23])=[O:14])[CH:10]=[CH:9][C:8]=1[OH:27])[CH3:2] |f:1.2|. Solvent: C(C)O (ethanol), C(C)(=O)OCC (ethyl acetate). Reported procedure: A mixture of 1.07 g (2.69 mmol) of 5-[[2-(2-ethoxy-2-oxoethyl)phenyl]carbonyl]-2-methoxybenzenepropanoic acid ethyl ester and 3.63 g (31.41 mmol) of pyridine hydrochloride was heated at 220°-260° C. for 40 min and then cooled to room temperature. Aqueous 3N sulfuric acid (40 mL) was added, and the mixture was worked-up with ethyl acetate in the usual manner. The crude product was dissolved in 150 mL of ethanol. To this solution was added 3 mL of thionyl chloride and the resulting solution was he... Reactants: ClC(Cl)(OC(OC(Cl)(Cl)Cl)=O)Cl (triphosgene), C1(=CC=CC=C1)NC=1C(=CC=CC1)N (N1-phenyl-1,2-benzenediamine), C(C)(C)N(CC)C(C)C (diisopropylethylamine), Br.N[C@@H]1C(=O)OCC1 ((S)-2-amino-4-butyrolactone hydrobromide), C(C)(C)N(CC)C(C)C (diisopropylethylamine). Run in C(Cl)Cl (CH2Cl2), C(Cl)Cl (CH2Cl2), C(Cl)Cl (CH2Cl2). Reaction conditions: temperature 60 celsius, time 15 minute. Yields the product N(C1=CC=CC=C1)C1=C(C=CC=C1)NC(=O)N[C@@H]1C(OCC1)=O (N-(2-anilinophenyl)-N′-[(3S)-2-oxotetrahydro-3-furanyl]urea). As a reaction SMILES: Br.[NH2:2][C@H:3]1[CH2:8][CH2:7][O:6][C:4]1=[O:5].C(N(C(C)C)CC)(C)C.ClC(Cl)(O[C:22](=[O:28])OC(Cl)(Cl)Cl)Cl.[C:30]1([NH:36][C:37]2[C:38]([NH2:43])=[CH:39][CH:40]=[CH:41][CH:42]=2)[CH:35]=[CH:34][CH:33]=[CH:32][CH:31]=1>C(Cl)Cl>[NH:36]([C:37]1[CH:42]=[CH:41][CH:40]=[CH:39][C:38]=1[NH:43][C:22]([NH:2][C@H:3]1[CH2:8][CH2:7][O:6][C:4]1=[O:5])=[O:28])[C:30]1[CH:31]=[CH:32][CH:33]=[CH:34][CH:35]=1 |f:0.1|. Procedure details: A solution of 1.48 g (8.15 mmoles) of (S)-2-amino-4-butyrolactone hydrobromide and 3.12 ml (17.9 mmoles) of diisopropylethylamine in 80 ml of anhydrous CH2Cl2 is added slowly (4 hours) into a three-necked flask containing a solution of 0.89 g (3 mmoles) of triphosgene in 45 ml of anhydrous CH2Cl2, under an inert atmosphere. After stirring for a further 15 minutes, a solution of 1.5 g (8.15 mmoles) of N1-phenyl-1,2-benzenediamine and 3.12 ml (17.9 mmoles) of diisopropylethylamine in 45 ml of anhy... Run in C1CCOC1 (THF), C1CCOC1 (THF). Starting materials: [Si](C)(C)(C(C)(C)C)OC[C@H](C=1C=NC(=NC1)OC)NC=1C2=C(N=CN1)CCN(C2)C2=C(C#N)C=C(C=C2)C ((S)-2-(4-(2-(tert-butyldimethylsilyloxy)-1-(methoxypyrimidin5-yl)ethylamino)-7,8-dihydropyrido[4,3-d]pyrimidin-6(5H)-yl)-5-methylbenzonitrile), CCCC[N+](CCCC)(CCCC)CCCC.[F-] (TBAF), O (water), CCOC(=O)C (EtOAc). Run at time 10 minute. RXN SMILES: [Si]([O:8][CH2:9][C@@H:10]([NH:19][C:20]1[C:21]2[CH2:29][N:28]([C:30]3[CH:37]=[CH:36][C:35]([CH3:38])=[CH:34][C:31]=3[C:32]#[N:33])[CH2:27][CH2:26][C:22]=2[N:23]=[CH:24][N:25]=1)[C:11]1[CH:12]=[N:13][C:14]([O:17][CH3:18])=[N:15][CH:16]=1)(C(C)(C)C)(C)C.CCCC[N+](CCCC)(CCCC)CCCC.[F-].O.CCOC(C)=O>C1COCC1>[OH:8][CH2:9][C@@H:10]([NH:19][C:20]1[C:21]2[CH2:29][N:28]([C:30]3[CH:37]=[CH:36][C:35]([CH3:38])=[CH:34][C:31]=3[C:32]#[N:33])[CH2:27][CH2:26][C:22]=2[N:23]=[CH:24][N:25]=1)[C:11]1[CH:16]=[N:15][C:14]([O:17][CH3:18])=[N:13][CH:12]=1 |f:1.2|. Yields the product OC[C@H](C=1C=NC(=NC1)OC)NC=1C2=C(N=CN1)CCN(C2)C2=C(C#N)C=C(C=C2)C (2-{4-[(S)-2-hydroxy-1-(2-methoxy-pyrimidin-5-yl)-ethylamino]-7,8-dihydro-5H-pyrido[4,3-d]pyrimidin-6-yl}-5-methyl-benzonitrile). Procedure details: To a solution of (S)-2-(4-(2-(tert-butyldimethylsilyloxy)-1-(methoxypyrimidin5-yl)ethylamino)-7,8-dihydropyrido[4,3-d]pyrimidin-6(5H)-yl)-5-methylbenzonitrile (740 mg, 1.39 mmol) in THF (10 mL) was added 1M TBAF in THF (5 mL). The reaction mixture was stirred at room temperature for 10 minutes, and then treated with water and EtOAc. The organic layer was washed with aq. NaHCO3 and brine, dried (MgSO4), and concentrated. The residue was purified by semi-preparative HPLC to yield a white solid. The reactants are C=Cc1ccccc1, CCO, Cc1ccccc1, C[SiH](Cl)Cl, NC(N)=O, [Pt]. The product is Cl[SiH](Cl)CCCc1ccccc1. RXN SMILES: [CH2:1]=[CH:2][c:3]1[cH:4][cH:5][cH:6][cH:7][cH:8]1.[CH3:17][CH2:18][OH:19].[CH3:21][c:22]1[cH:23][cH:24][cH:25][cH:26][cH:27]1.[CH3:9][SiH:10]([Cl:11])[Cl:12].[NH2:13][C:14](=[O:15])[NH2:16].[Pt:20]>>[CH2:1]([CH2:2][c:3]1[cH:4][cH:5][cH:6][cH:7][cH:8]1)[CH2:9][SiH:10]([Cl:11])[Cl:12].